From a dataset of the Open Reaction Database (ORD), a public repository of structured organic reaction records. describe an organic reaction: reactants, conditions, products, and yield Starting materials: solid, Cl.Cl.Cl.O1CCC=2C(=NC=CC21)N2CCN(CC2)CC[C@@H]2CC[C@H](CC2)N (trans-4-{2-[4-(2,3-dihydrofuro[3,2-c]pyridin-4-yl)-piperazin-1-yl]-ethyl}-cyclohexanamine trihydrochloride), Cl.Cl.Cl.O1CCC=2C(=NC=CC21)N2CCN(CC2)CC[C@@H]2CC[C@H](CC2)N (trans-4-{2-[4-(2,3-dihydrofuro[3,2-c]pyridin-4-yl)-piperazin-1-yl]-ethyl}-cyclohexanamine trihydrochloride), N1(CCOCC1)C1=NC=C(C(=O)O)C=C1 (6-morpholin-4-yl-nicotinic acid). Product: O1CCC=2C(=NC=CC21)N2CCN(CC2)CC[C@@H]2CC[C@H](CC2)NC(C2=CN=C(C=C2)N2CCOCC2)=O (trans-N-(4-{2-[4-(2,3-Dihydro-furo[3,2-c]pyridin-4-yl)-piperazin-1-yl]-ethyl}-cyclohexyl)-6-morpholin-4-yl-nicotinamide). As a reaction SMILES: Cl.Cl.Cl.[O:4]1[C:12]2[CH:11]=[CH:10][N:9]=[C:8]([N:13]3[CH2:18][CH2:17][N:16]([CH2:19][CH2:20][C@H:21]4[CH2:26][CH2:25][C@H:24]([NH2:27])[CH2:23][CH2:22]4)[CH2:15][CH2:14]3)[C:7]=2[CH2:6][CH2:5]1.[N:28]1([C:34]2[CH:42]=[CH:41][C:37]([C:38](O)=[O:39])=[CH:36][N:35]=2)[CH2:33][CH2:32][O:31][CH2:30][CH2:29]1>>[O:4]1[C:12]2[CH:11]=[CH:10][N:9]=[C:8]([N:13]3[CH2:18][CH2:17][N:16]([CH2:19][CH2:20][C@H:21]4[CH2:26][CH2:25][C@H:24]([NH:27][C:38](=[O:39])[C:37]5[CH:41]=[CH:42][C:34]([N:28]6[CH2:29][CH2:30][O:31][CH2:32][CH2:33]6)=[N:35][CH:36]=5)[CH2:23][CH2:22]4)[CH2:15][CH2:14]3)[C:7]=2[CH2:6][CH2:5]1 |f:0.1.2.3|. Procedure: The title compound, white solid (108 mg, 83%), MS (ISP) m/z=521.5 [(M+H)+], mp 222° C., was prepared in accordance with the general method of example 32 from trans-4-{2-[4-(2,3-dihydrofuro[3,2-c]pyridin-4-yl)-piperazin-1-yl]-ethyl}-cyclohexanamine trihydrochloride (intermediate C) (110 mg, 0.25 mmol) and 6-morpholin-4-yl-nicotinic acid. Procedure details: A reaction was carried out in the same manner as illustrated in Example 10 except that 100 g of isophthalic acid was used in place of the phthalic acid used in Example 10, whereby an aqueous solution of potassium isophthalate having a pH value of 10.2 and containing 10.0% by weight of a solid matter was obtained, which was then subjected to a double decomposition reaction conducted in the same manner as illustrated in Example 10 to obtain 230 g of silver isophthalate having a silver content of 5... Reactants: C(C1=CC(C(=O)O)=CC=C1)(=O)O (isophthalic acid), [Ag] (silver), C(C1=CC(C(=O)[O-])=CC=C1)(=O)[O-].[K+].[K+] (potassium isophthalate). RXN SMILES: [C:1]([OH:12])(=[O:11])[C:2]1[CH:10]=[CH:9][CH:8]=[C:4]([C:5]([OH:7])=[O:6])[CH:3]=1.C([O-])(=O)C1C=CC=C(C([O-])=O)C=1.[K+].[K+].[Ag:27]>>[C:1]([O-:12])(=[O:11])[C:2]1[CH:10]=[CH:9][CH:8]=[C:4]([C:5]([O-:7])=[O:6])[CH:3]=1.[Ag+2:27] |f:1.2.3,5.6|. Product: C(C1=CC(C(=O)[O-])=CC=C1)(=O)[O-].[Ag+2] (silver isophthalate). Starting materials: FC(OC1=CC=C(C=C1)N1N=C(N=C1)C1=CC=C(C=O)C=C1)(F)F (4-(1-(4-(Trifluoromethoxy)phenyl)-1H-1,2,4-triazol-3-yl)benzaldehyde), C1(=CC=CC=C1)P(=C(C(=O)OCC)C)(C1=CC=CC=C1)C1=CC=CC=C1 (ethyl 2-(triphenylphosphoranylidene)propanoate), C1(=CC=CC=C1)C (toluene), C1(=CC=CC=C1)P(=C(C(=O)OCC)C)(C1=CC=CC=C1)C1=CC=CC=C1 (ethyl 2-(triphenylphosphoranylidene)propanoate). Run at temperature 110 celsius. Product: C/C(/C(=O)OCC)=C\C1=CC=C(C=C1)C1=NN(C=N1)C1=CC=C(C=C1)OC(F)(F)F ((E)-ethyl 2-methyl-3-(4-(1-(4-(trifluoromethoxy)phenyl)-1H-1,2,4-triazol-3-yl)phenyl)acrylate). The yield is 62.0%. As a reaction SMILES: [F:1][C:2]([F:24])([F:23])[O:3][C:4]1[CH:9]=[CH:8][C:7]([N:10]2[CH:14]=[N:13][C:12]([C:15]3[CH:22]=[CH:21][C:18](C=O)=[CH:17][CH:16]=3)=[N:11]2)=[CH:6][CH:5]=1.C1(P(C2C=CC=CC=2)(C2C=CC=CC=2)=[C:32]([CH3:38])[C:33]([O:35][CH2:36][CH3:37])=[O:34])C=CC=CC=1.[C:51]1(C)C=CC=CC=1>>[CH3:51]/[C:32](=[CH:38]\[C:18]1[CH:21]=[CH:22][C:15]([C:12]2[N:13]=[CH:14][N:10]([C:7]3[CH:6]=[CH:5][C:4]([O:3][C:2]([F:1])([F:24])[F:23])=[CH:9][CH:8]=3)[N:11]=2)=[CH:16][CH:17]=1)/[C:33]([O:35][CH2:36][CH3:37])=[O:34]. Procedure: 4-(1-(4-(Trifluoromethoxy)phenyl)-1H-1,2,4-triazol-3-yl)benzaldehyde (7.56 g, 22.7 mmol) and ethyl 2-(triphenylphosphoranylidene)propanoate (9.87 g, 27.2 mmol) in anhydrous toluene (30 mL) was heated at 110° C. for 16 hours. Additional ethyl 2-(triphenylphosphoranylidene)propanoate (2.40 g, 6.06 mmol) was then added, and the reaction was heated at 110° C. for 4 hours. The reaction was cooled, concentrated under vacuum, and loaded onto silica gel. Purification by flash column chromatography using...